Dataset: the Open Reaction Database (ORD), a public repository of structured organic reaction records. Task: describe an organic reaction: reactants, conditions, products, and yield The reactants are [N+](=O)([O-])C1=CC=C(C=C1)C(=O)C=O (4-nitrophenyl glyoxal), CC1=C(C=C(C(=C1)N)N)C (1,2 dimethyl 4,5 diaminobenzene). Run in C(C)O (ethanol), C(C)O (ethanol). Yields the product [N+](=O)([O-])C1=CC=C(C=C1)C1=NC2=CC(=C(C=C2N=C1)C)C (2-(4-nitrophenyl) 6,7 dimethylquinoxaline). Reaction SMILES: [N+:1]([C:4]1[CH:9]=[CH:8][C:7]([C:10]([CH:12]=O)=O)=[CH:6][CH:5]=1)([O-:3])=[O:2].[CH3:14][C:15]1[CH:20]=[C:19]([NH2:21])[C:18]([NH2:22])=[CH:17][C:16]=1[CH3:23]>C(O)C>[N+:1]([C:4]1[CH:9]=[CH:8][C:7]([C:10]2[CH:12]=[N:22][C:18]3[C:19](=[CH:20][C:15]([CH3:14])=[C:16]([CH3:23])[CH:17]=3)[N:21]=2)=[CH:6][CH:5]=1)([O-:3])=[O:2]. Procedure: 0.50 g (3 mmol) 4-nitrophenyl glyoxal was dissolved in 20 ml ethanol. 0.34 g (2.5 mml) 1,2 dimethyl 4,5 diaminobenzene was dissolved in ethanol. The reaction mixture was stirred and refluxed for 1 hour. Product crystallized after cooling, and filtrated washing with ethanol then ether. Starting materials: CN1CCN(C(=O)Nc2ccccc2N2CCCc3cc(Br)ccc32)CC1, O=P(Cl)(Cl)Cl. The product is CN1CCN(C2=Nc3ccccc3N3CCCc4cc(Br)cc2c43)CC1. As a reaction SMILES: [CH3:1][N:2]1[CH2:3][CH2:4][N:5]([C:8](=[O:9])[NH:10][c:11]2[c:12]([N:17]3[CH2:18][CH2:19][CH2:20][c:21]4[cH:22][c:23]([Br:27])[cH:24][cH:25][c:26]43)[cH:13][cH:14][cH:15][cH:16]2)[CH2:6][CH2:7]1.[P:28]([Cl:29])([Cl:30])([Cl:31])=[O:32]>>[CH3:1][N:2]1[CH2:3][CH2:4][N:5]([C:8]2=[N:10][c:11]3[c:12]([cH:13][cH:14][cH:15][cH:16]3)[N:17]3[CH2:18][CH2:19][CH2:20][c:21]4[cH:22][c:23]([Br:27])[cH:24][c:25]2[c:26]43)[CH2:6][CH2:7]1.